Dataset: the Open Reaction Database (ORD), a public repository of structured organic reaction records. Task: describe an organic reaction: reactants, conditions, products, and yield Reactants: O (water), ClC1=C(OCCCOS(=O)(=O)C)C(=CC(=C1)OCC=C(Cl)Cl)Cl (methanesulfonic acid 3-[2,6-dichloro-4-(3,3-dichloro-allyloxy)-phenoxy]-propyl ester), C([O-])([O-])=O.[K+].[K+] (potassium carbonate), OC=1C=C2CCCC(C2=CC1)=O (6-hydroxy-1-tetralone). Solvent: CN(C=O)C (dimethylformamide). Product: ClC1=C(OCCCOC=2C=C3CCCC(C3=CC2)=O)C(=CC(=C1)OCC=C(Cl)Cl)Cl (6-{3-[2,6-dichloro-4-(3,3-dichloro-allyloxy)-phenoxy]-propoxy}-3,4-dihydro-2H-naphthalen-1-one). As a reaction SMILES: [Cl:1][C:2]1[CH:16]=[C:15]([O:17][CH2:18][CH:19]=[C:20]([Cl:22])[Cl:21])[CH:14]=[C:13]([Cl:23])[C:3]=1[O:4][CH2:5][CH2:6][CH2:7][O:8]S(C)(=O)=O.C(=O)([O-])[O-].[K+].[K+].O[C:31]1[CH:32]=[C:33]2[C:38](=[CH:39][CH:40]=1)[C:37](=[O:41])[CH2:36][CH2:35][CH2:34]2.O>CN(C)C=O>[Cl:1][C:2]1[CH:16]=[C:15]([O:17][CH2:18][CH:19]=[C:20]([Cl:22])[Cl:21])[CH:14]=[C:13]([Cl:23])[C:3]=1[O:4][CH2:5][CH2:6][CH2:7][O:8][C:31]1[CH:32]=[C:33]2[C:38](=[CH:39][CH:40]=1)[C:37](=[O:41])[CH2:36][CH2:35][CH2:34]2 |f:1.2.3|. Procedure details: 1.1 g of methanesulfonic acid 3-[2,6-dichloro-4-(3,3-dichloro-allyloxy)-phenoxy]-propyl ester, 1.1 g of potassium carbonate and 0.45 g of 6-hydroxy-1-tetralone are stirred in 10 ml of dimethylformamide at 50° C. for 17 hours. The reaction mixture is poured into water and extracted with ethyl acetate. After concentration of the organic phases and purification over silica gel, 6-{3-[2,6-dichloro-4-(3,3-dichloro-allyloxy)-phenoxy]-propoxy}-3,4-dihydro-2H-naphthalen-1-one is obtained. Starting materials: CC(=O)O, C1CCOC1, CN(C)CCN, CCOC(C)=O, COC(=O)CCn1c(-c2ccccc2C=O)c(C2CCCCC2)c2ccc(C(=O)OC)cc21. The product is COC(=O)CCn1c(-c2ccccc2CNCCN(C)C)c(C2CCCCC2)c2ccc(C(=O)OC)cc21. RXN SMILES: [C:40]([OH:41])(=[O:42])[CH3:43].[CH2:44]1[O:45][CH2:46][CH2:47][CH2:48]1.[CH3:34][N:35]([CH2:36][CH2:37][NH2:38])[CH3:39].[CH3:49][CH2:50][O:51][C:52]([CH3:53])=[O:54].[CH:1]1([c:7]2[c:8](-[c:26]3[c:27]([CH:32]=[O:33])[cH:28][cH:29][cH:30][cH:31]3)[n:9]([CH2:20][CH2:21][C:22](=[O:23])[O:24][CH3:25])[c:10]3[cH:11][c:12]([C:16](=[O:17])[O:18][CH3:19])[cH:13][cH:14][c:15]23)[CH2:2][CH2:3][CH2:4][CH2:5][CH2:6]1>>[CH:1]1([c:7]2[c:8](-[c:26]3[c:27]([CH2:32][NH:38][CH2:37][CH2:36][N:35]([CH3:34])[CH3:39])[cH:28][cH:29][cH:30][cH:31]3)[n:9]([CH2:20][CH2:21][C:22](=[O:23])[O:24][CH3:25])[c:10]3[cH:11][c:12]([C:16](=[O:17])[O:18][CH3:19])[cH:13][cH:14][c:15]23)[CH2:2][CH2:3][CH2:4][CH2:5][CH2:6]1.